Dataset: the Open Reaction Database (ORD), a public repository of structured organic reaction records. Task: describe an organic reaction: reactants, conditions, products, and yield The reactants are O[C@@H]1[C@]2(C)[C@@H](CC1)[C@@H]1CC[C@H]3CC([C@H]4[C@@H]([C@]3(C)[C@H]1CC2)C4)=O (17β-hydroxy-1α,2α-methylene-5α-androstan-3-one), O1CCCC=C1 (3,4-dihydro-2H-pyran). The reagents and catalysts are P(=O)(Cl)(Cl)Cl (phosphorus oxychloride). Solvent: C(C)OCC (diethyl ether), O1CCCC1 (tetrahydrofuran). Reaction conditions: time 30 minute. Yields the product C1[C@H]2[C@@H]1C(C[C@@H]1CC[C@H]3[C@@H]4CC[C@@H]([C@@]4(C)CC[C@@H]3[C@@]21C)OC2OCCCC2)=O (1α,2α-methylene-17β-(tetrahydropyran-2-yloxy)-5α-androstan-3-one). As a reaction SMILES: [OH:1][C@H:2]1[CH2:7][CH2:6][C@H:5]2[C@H:8]3[C@H:18]([CH2:19][CH2:20][C@:3]12[CH3:4])[C@:16]1([CH3:17])[C@H:11]([CH2:12][C:13](=[O:22])[C@@H:14]2[CH2:21][C@@H:15]21)[CH2:10][CH2:9]3.[O:23]1[CH:28]=[CH:27][CH2:26][CH2:25][CH2:24]1>O1CCCC1.P(Cl)(Cl)(Cl)=O.C(OCC)C>[CH2:21]1[C@H:14]2[C:13](=[O:22])[CH2:12][C@H:11]3[C@:16]([CH3:17])([C@@H:15]12)[C@@H:18]1[C@H:8]([C@H:5]2[C@@:3]([CH2:20][CH2:19]1)([CH3:4])[C@@H:2]([O:1][CH:24]1[CH2:25][CH2:26][CH2:27][CH2:28][O:23]1)[CH2:7][CH2:6]2)[CH2:9][CH2:10]3. Procedure: A solution of 8.0 g of 17β-hydroxy-1α,2α-methylene-5α-androstan-3-one in 40 ml of tetrahydrofuran is combined with 8 ml of 3,4-dihydro-2H-pyran and 3 drops of phosphorus oxychloride and stirred at room temperature for 30 minutes. Subsequently the mixture is diluted with diethyl ether, washed with sodium bicarbonate solution and water, dried, and evaporated, yielding 9.0 g of 1α,2α-methylene-17β-(tetrahydropyran-2-yloxy)-5α-androstan-3-one. The reactants are [OH-].[Na+] (NaOH), Cl (HCl), C(C)(=O)C1=C(C(=CC=C1)C=CC)O (2-acetyl-6-(1-propenyl)phenol), C(C1=CC=CC=C1)=O (benzaldehyde). The solvent is C(C)O (ethanol), CO (methanol). Run at time 8 hour. Product: C(C=CC1=CC=CC=C1)(=O)C1=C(C(=CC=C1)C=CC)O (2-Cinnamoyl-6-propenylphenol). RXN SMILES: [C:1]([C:4]1[CH:9]=[CH:8][CH:7]=[C:6]([CH:10]=[CH:11][CH3:12])[C:5]=1[OH:13])(=[O:3])[CH3:2].[CH:14](=O)[C:15]1[CH:20]=[CH:19][CH:18]=[CH:17][CH:16]=1.[OH-].[Na+].Cl>C(O)C.CO>[C:1]([C:4]1[CH:9]=[CH:8][CH:7]=[C:6]([CH:10]=[CH:11][CH3:12])[C:5]=1[OH:13])(=[O:3])[CH:2]=[CH:14][C:15]1[CH:20]=[CH:19][CH:18]=[CH:17][CH:16]=1 |f:2.3|. Reported procedure: 3.5 g (20 mmol) of 2-acetyl-6-(1-propenyl)phenol and 2.1 g (20 mmol) of benzaldehyde are dissolved in 20 ml of ethanol, 4 ml of concentrated NaOH are added, the mixture is stirred overnight, the red crystal slurry is diluted with methanol and acidified with concentrated HCl and, after cooling, the product is filtered off with suction. Orange-red crystals of melting point 95°-98° C. are obtained. Starting materials: C1CCOC1, CNOC, CCOC(C)=O, CC(C)[Mg+], [Cl-], [Cl-], CNc1cc(C(=O)OC)nc(Cl)n1, Cl, [NH4+]. Product: CNc1cc(C(=O)N(C)OC)nc(Cl)n1. RXN SMILES: [CH2:26]1[O:27][CH2:28][CH2:29][CH2:30]1.[CH3:15][NH:16][O:17][CH3:18].[CH3:31][CH2:32][O:33][C:34]([CH3:35])=[O:36].[CH:20]([Mg+:21])([CH3:22])[CH3:23].[Cl-:19].[Cl-:24].[Cl:1][c:2]1[n:3][c:4]([NH:12][CH3:13])[cH:5][c:6]([C:8]([O:10][CH3:9])=[O:11])[n:7]1.[ClH:14].[NH4+:25]>>[Cl:1][c:2]1[n:3][c:4]([NH:12][CH3:13])[cH:5][c:6]([C:8](=[O:10])[N:16]([CH3:15])[O:17][CH3:18])[n:7]1. Reactants: CC(=O)O, CO, CCCCCCCCCCCCCCc1ccc(C(=O)CCCCC)c(O)c1. Yields the product CCCCCCCCCCCCCCc1ccc(CCCCCC)c(O)c1. Reaction SMILES: [CH3:29][C:30](=[O:31])[OH:32].[CH3:33][OH:34].[OH:1][c:2]1[c:3]([C:22]([CH2:23][CH2:24][CH2:25][CH2:26][CH3:27])=[O:28])[cH:4][cH:5][c:6]([CH2:8][CH2:9][CH2:10][CH2:11][CH2:12][CH2:13][CH2:14][CH2:15][CH2:16][CH2:17][CH2:18][CH2:19][CH2:20][CH3:21])[cH:7]1>>[OH:1][c:2]1[c:3]([CH2:22][CH2:23][CH2:24][CH2:25][CH2:26][CH3:27])[cH:4][cH:5][c:6]([CH2:8][CH2:9][CH2:10][CH2:11][CH2:12][CH2:13][CH2:14][CH2:15][CH2:16][CH2:17][CH2:18][CH2:19][CH2:20][CH3:21])[cH:7]1.